Dataset: the Open Reaction Database (ORD), a public repository of structured organic reaction records. Task: describe an organic reaction: reactants, conditions, products, and yield The reactants are C(C)(C)(C)OC(=O)NC1[C@@H]2N(C(=C(CS2=O)C=CSC=2C=NC=CC2)C(=O)OC(C2=CC=CC=C2)C2=CC=CC=C2)C1=O (benzhydryl 7-tert-butoxycarbonylamino-3-[2-(3-pyridyl)thiovinyl]-3-cephem-4-carboxylate-1-oxide), P(Cl)(Cl)Cl (phosphorus trichloride), C(C)(=O)OCC (ethyl acetate), O (water). Run in CN(C=O)C (dimethylformamide). Conditions: time 30 minute. Product: C(C)(C)(C)OC(=O)NC1[C@@H]2N(C(=C(CS2)C=CSC=2C=NC=CC2)C(=O)OC(C2=CC=CC=C2)C2=CC=CC=C2)C1=O (benzhydryl 7-tert-butoxycarbonylamino-3-[2-(3-pyridyl)thiovinyl]-3-cephem-4-carboxylate). Yield: 92.6%. Reaction SMILES: [C:1]([O:5][C:6]([NH:8][CH:9]1[C:42](=[O:43])[N:11]2[C:12]([C:26]([O:28][CH:29]([C:36]3[CH:41]=[CH:40][CH:39]=[CH:38][CH:37]=3)[C:30]3[CH:35]=[CH:34][CH:33]=[CH:32][CH:31]=3)=[O:27])=[C:13]([CH:17]=[CH:18][S:19][C:20]3[CH:21]=[N:22][CH:23]=[CH:24][CH:25]=3)[CH2:14][S:15](=O)[C@H:10]12)=[O:7])([CH3:4])([CH3:3])[CH3:2].P(Cl)(Cl)Cl.C(OCC)(=O)C.O>CN(C)C=O>[C:1]([O:5][C:6]([NH:8][CH:9]1[C:42](=[O:43])[N:11]2[C:12]([C:26]([O:28][CH:29]([C:30]3[CH:31]=[CH:32][CH:33]=[CH:34][CH:35]=3)[C:36]3[CH:37]=[CH:38][CH:39]=[CH:40][CH:41]=3)=[O:27])=[C:13]([CH:17]=[CH:18][S:19][C:20]3[CH:21]=[N:22][CH:23]=[CH:24][CH:25]=3)[CH2:14][S:15][C@H:10]12)=[O:7])([CH3:4])([CH3:2])[CH3:3]. Procedure details: To a solution of benzhydryl 7-tert-butoxycarbonylamino-3-[2-(3-pyridyl)thiovinyl]-3-cephem-4-carboxylate-1-oxide (trans isomer) (12.3 g) in dimethylformamide (70 ml) was added phosphorus trichloride (5.5 g) at -40° C. After being stirred at the same temperature for 30 minutes, the reaction mixture was poured into a mixture of ethyl acetate (200 ml) and water (100 ml). The separated organic layer was washed in turn with 5% aqueous sodium bicarbonate, water, and brine. The solvent was evaporated i...